From a dataset of the Open Reaction Database (ORD), a public repository of structured organic reaction records. describe an organic reaction: reactants, conditions, products, and yield Starting materials: C1CCOC1, Cl, OC1CN2CCC1CC2, On1nnc2ccccc21, O=C(O)C(Nc1ccccc1)c1ccc(C(F)(F)F)cc1. The product is O=C(OC1CN2CCC1CC2)C(Nc1ccccc1)c1ccc(C(F)(F)F)cc1. RXN SMILES: [CH2:42]1[O:43][CH2:44][CH2:45][CH2:46]1.[ClH:1].[N:33]12[CH2:34][CH:35]([OH:41])[CH:36]([CH2:37][CH2:38]1)[CH2:39][CH2:40]2.[OH:23][n:24]1[c:25]2[c:26]([cH:27][cH:28][cH:29][cH:30]2)[n:31][n:32]1.[c:2]1([NH:8][CH:9]([C:10](=[O:11])[OH:12])[c:13]2[cH:14][cH:15][c:16]([C:19]([F:20])([F:21])[F:22])[cH:17][cH:18]2)[cH:3][cH:4][cH:5][cH:6][cH:7]1>>[c:2]1([NH:8][CH:9]([C:10]([O:11][CH:35]2[CH2:34][N:33]3[CH2:38][CH2:37][CH:36]2[CH2:39][CH2:40]3)=[O:12])[c:13]2[cH:14][cH:15][c:16]([C:19]([F:20])([F:21])[F:22])[cH:17][cH:18]2)[cH:3][cH:4][cH:5][cH:6][cH:7]1. Starting materials: COC(=O)C1CC(S(=O)(=O)c2ccccc2C(F)(F)F)CN1c1cc(C2CCOCC2)n(C)n1, [Li+], [OH-]. The product is Cn1nc(N2CC(S(=O)(=O)c3ccccc3C(F)(F)F)CC2C(=O)O)cc1C1CCOCC1. As a reaction SMILES: [CH3:1][O:2][C:3](=[O:4])[CH:5]1[N:6]([c:23]2[n:24][n:25]([CH3:34])[c:26]([CH:28]3[CH2:29][CH2:30][O:31][CH2:32][CH2:33]3)[cH:27]2)[CH2:7][CH:8]([S:10](=[O:11])(=[O:12])[c:13]2[c:14]([C:19]([F:20])([F:21])[F:22])[cH:15][cH:16][cH:17][cH:18]2)[CH2:9]1.[Li+:35].[OH-:36]>>[O:2]=[C:3]([OH:4])[CH:5]1[N:6]([c:23]2[n:24][n:25]([CH3:34])[c:26]([CH:28]3[CH2:29][CH2:30][O:31][CH2:32][CH2:33]3)[cH:27]2)[CH2:7][CH:8]([S:10](=[O:11])(=[O:12])[c:13]2[c:14]([C:19]([F:20])([F:21])[F:22])[cH:15][cH:16][cH:17][cH:18]2)[CH2:9]1.